Dataset: the Open Reaction Database (ORD), a public repository of structured organic reaction records. Task: describe an organic reaction: reactants, conditions, products, and yield Starting materials: ClC1=CC=C(C=C1)S(=O)(=O)C(CCCCC=C)C1=C(C(=CC=C1F)F)F (7-(4-chloro-benzenesulfonyl)-7-(2,3,6-trifluoro-phenyl)-1-heptene), ClC=1C=C(C(=O)OO)C=CC1 (m-Chloroperoxybenzoic acid), [O-]S(=O)(=S)[O-].[Na+].[Na+] (Na2S2O3). The solvent is C(Cl)Cl (DCM), O (water). Yields the product ClC1=CC=C(C=C1)S(=O)(=O)C(CCCCC1OC1)C1=C(C(=CC=C1F)F)F (2-[5-(4-Chloro-benzenesulfonyl)-5-(2,3,6-trifluorophenyl)-pentyl]-oxirane). RXN SMILES: [Cl:1][C:2]1[CH:7]=[CH:6][C:5]([S:8]([CH:11]([C:18]2[C:23]([F:24])=[CH:22][CH:21]=[C:20]([F:25])[C:19]=2[F:26])[CH2:12][CH2:13][CH2:14][CH2:15][CH:16]=[CH2:17])(=[O:10])=[O:9])=[CH:4][CH:3]=1.ClC1C=C(C=CC=1)C(OO)=[O:32].[O-]S([O-])(=S)=O.[Na+].[Na+]>C(Cl)Cl.O>[Cl:1][C:2]1[CH:7]=[CH:6][C:5]([S:8]([CH:11]([C:18]2[C:23]([F:24])=[CH:22][CH:21]=[C:20]([F:25])[C:19]=2[F:26])[CH2:12][CH2:13][CH2:14][CH2:15][CH:16]2[CH2:17][O:32]2)(=[O:10])=[O:9])=[CH:4][CH:3]=1 |f:2.3.4|. Procedure: [7-(4-chloro-benzenesulfonyl)-7-(2,3,6-trifluoro-phenyl)-1-heptene (0.65 g, 1.6 mmole) and mCPBA (77%, 0.71 g, 3.2 mmole) were stirred in 50 mL DCM for 5 hours. 2 g Na2S2O3 in 100 mL water were added to quench excess mCPBA. The organic layer was separated, washed with 1N NaOH solution (50 mL), brine (50 mL), dried over Na2SO4 and concentrated. The product was purified by column chromatography using EtOAc/Hexane as eluent (Gradient from 0/100 to 40/60 in 40 minute, 0.52 g, 77%). 1H NMR (CDCl3, 40... Starting materials: COC1=CC2=C(C(C3=C(C=C2)C=CC=C3)COS(=O)(=O)C3=CC=C(C=C3)C)C=C1 (2-methoxy-5-p-toluenesulphonyloxymethyldibenzo[a,d]cycloheptene), C(C)(=O)[O-].[Na+] (sodium acetate), C(C)(=O)O (acetic acid), [OH-].[K+] (potassium hydroxide), 15h. The solvent is CO (methanol). Yields the product COC1=CC2=C(C=C(C=CC3=C2C=CC=C3)O)C=C1 (2-methoxy-6-hydroxy-dibenzo [c,e]cyclooctene). Reaction SMILES: CO[C:3]1[CH:29]=[CH:28][C:6]2[CH:7](COS(C3C=CC(C)=CC=3)(=O)=O)[C:8]3[CH:15]=[CH:14][CH:13]=[CH:12][C:9]=3[CH:10]=[CH:11][C:5]=2C=1.[C:30]([O-:33])(=O)[CH3:31].[Na+].[OH-:35].[K+].[C:37](O)(=O)C>CO>[CH3:37][O:35][C:5]1[CH:6]=[CH:28][C:29]2[CH:3]=[C:30]([OH:33])[CH:31]=[CH:7][C:8]3[CH:15]=[CH:14][CH:13]=[CH:12][C:9]=3[C:10]=2[CH:11]=1 |f:1.2,3.4|. Reported procedure: To a solution of 2-methoxy-5-p-toluenesulphonyloxymethyldibenzo[a,d]cycloheptene (13.5 g) in glacial acetic acid (100 ml) was added anhydrous sodium acetate (5.6 g). The reaction mixture was heated under reflux for 15h then the solvent was removed under vacuum to leave a residue which was partitioned between dichloromethane (3×120 ml) and water (120 ml). The combined organic layers were dried (Na2SO4), filtered and concentrated in vacuo to leave a residue which was dissolved in 75% aqueous metha... The reactants are BrC1=CC=C2CCC=3C=CC=C1C32 (5-bromoacenaphthene), ClC=1C(C(=C(C(C1Cl)=O)C#N)C#N)=O (2,3-dichloro-5,6-dicyano-1,4-benzoquinone), resultant mixture, ClC=1C(C(=C(C(C1Cl)=O)C#N)C#N)=O (DDQ). The solvent is C1=CC=CC=C1 (benzene). Run at time 6 hour. Yields the product BrC1=CC=C2C=CC=3C=CC=C1C32 (5-bromoacenaphthylene). The yield is 52.4%. RXN SMILES: [Br:1][C:2]1[C:12]2[C:13]3[C:5]([CH2:6][CH2:7][C:8]=3[CH:9]=[CH:10][CH:11]=2)=[CH:4][CH:3]=1.ClC1C(=O)C(C#N)=C(C#N)C(=O)C=1Cl>C1C=CC=CC=1>[Br:1][C:2]1[C:12]2[C:13]3[C:5]([CH:6]=[CH:7][C:8]=3[CH:9]=[CH:10][CH:11]=2)=[CH:4][CH:3]=1. Procedure: To 25.4 g (107.3 mmol) of 5-bromoacenaphthene and 500 mL of dehydrated benzene, 29.2 g (128.7 mmol) of 2,3-dichloro-5,6-dicyano-1,4-benzoquinone (DDQ) was added, and the mixture was stirred for 6 hours under heat refluxing. Furthermore, 6.0 g (26.4 mmol) of DDQ was added to the reaction mixture, and the mixture was stirred for 4 hours by heating. After allowing the resultant mixture to stand for cooling, a precipitate was filtered off and washed with chloroform. Filtrates were combined and washe...